The task is: describe an organic reaction: reactants, conditions, products, and yield. This data is from the Open Reaction Database (ORD), a public repository of structured organic reaction records. The reactants are CCCC[SnH](CCCC)CCCC, Cc1ccccc1, CC(C)(C#N)N=NC(C)(C)C#N, C=CC1(C(O[SiH2]C(C)(C)C)(c2ccccc2)c2ccccc2)OC(n2cnc3c(N)ncnc32)C(OC(=S)Oc2ccccc2)C1OCc1ccccc1. The product is C=CC1(C(O[SiH2]C(C)(C)C)(c2ccccc2)c2ccccc2)OC(n2cnc3c(N)ncnc32)CC1OCc1ccccc1. As a reaction SMILES: [CH2:55]([SnH:56]([CH2:57][CH2:58][CH2:59][CH3:60])[CH2:61][CH2:62][CH2:63][CH3:64])[CH2:65][CH2:66][CH3:67].[CH3:80][c:81]1[cH:82][cH:83][cH:84][cH:85][cH:86]1.[N:68]#[C:69][C:70]([N:71]=[N:72][C:73]([C:74]#[N:75])([CH3:76])[CH3:77])([CH3:78])[CH3:79].[c:1]1([O:2][C:3](=[S:4])[O:5][CH:10]2[CH:11]([n:44]3[c:45]4[n:46][cH:47][n:48][c:49]([NH2:53])[c:50]4[n:51][cH:52]3)[O:12][C:13]([CH:23]=[CH2:24])([C:25]([O:26][SiH2:27][C:28]([CH3:29])([CH3:30])[CH3:31])([c:32]3[cH:33][cH:34][cH:35][cH:36][cH:37]3)[c:38]3[cH:39][cH:40][cH:41][cH:42][cH:43]3)[CH:14]2[O:15][CH2:16][c:17]2[cH:18][cH:19][cH:20][cH:21][cH:22]2)[cH:6][cH:7][cH:8][cH:9][cH:54]1>>[CH2:10]1[CH:11]([n:44]2[c:45]3[n:46][cH:47][n:48][c:49]([NH2:53])[c:50]3[n:51][cH:52]2)[O:12][C:13]([CH:23]=[CH2:24])([C:25]([O:26][SiH2:27][C:28]([CH3:29])([CH3:30])[CH3:31])([c:32]2[cH:33][cH:34][cH:35][cH:36][cH:37]2)[c:38]2[cH:39][cH:40][cH:41][cH:42][cH:43]2)[CH:14]1[O:15][CH2:16][c:17]1[cH:18][cH:19][cH:20][cH:21][cH:22]1. Reactants: OC=1C(C=C(C(C1CCCCCCCCCCC)=O)O)=O (2,5-dihydroxy-3-undecyl-1,4-benzoquinone), N1=CC=CC=C1 (pyridine), C1(=CC(=CC=C1)C(=O)Cl)C (3-toluoyl chloride). The solvent is ClCCl (dichloromethane). Reaction conditions: time 3 hour. The product is CC=1C=C(C=CC1)C(=O)OC=1C(C=C(C(C1CCCCCCCCCCC)=O)OC(=O)C1=CC(=CC=C1)C)=O (2,5-bis-(3-methylphenylcarbonyloxy)-3-undecyl-1,4-benzoquinone). Reaction SMILES: [OH:1][C:2]1[C:3](=[O:21])[CH:4]=[C:5]([OH:20])[C:6](=[O:19])[C:7]=1[CH2:8][CH2:9][CH2:10][CH2:11][CH2:12][CH2:13][CH2:14][CH2:15][CH2:16][CH2:17][CH3:18].N1[CH:27]=[CH:26][CH:25]=[CH:24][CH:23]=1.[C:28]1([CH3:37])[CH:33]=[CH:32][CH:31]=[C:30]([C:34](Cl)=[O:35])[CH:29]=1>ClCCl>[CH3:23][C:24]1[CH:6]=[C:7]([C:2]([O:19][C:6]2[C:5](=[O:20])[CH:4]=[C:3]([O:21][C:34]([C:30]3[CH:31]=[CH:32][CH:33]=[C:28]([CH3:37])[CH:29]=3)=[O:35])[C:2](=[O:1])[C:7]=2[CH2:8][CH2:9][CH2:10][CH2:11][CH2:12][CH2:13][CH2:14][CH2:15][CH2:16][CH2:17][CH3:18])=[O:1])[CH:27]=[CH:26][CH:25]=1. Procedure details: To a stirred solution of 2,5-dihydroxy-3-undecyl-1,4-benzoquinone (0.5 g, 1.7 mmole) in dichloromethane (20 mL) was added pyridine (0.55 mL, 6.8 mmole). To this, was added 3-toluoyl chloride (0.654 gm, 4.25 mmole) at 15-20° C. and stirred, allowed to attain 30° C. and stirring was continued for 3 h (TLC). The organic layer was extracted with dichloromethane, washed (water, brine), dried (Na2SO4), concentrated to crude which was purified by SiO2 column chromatography (10-20% EtOAc in hexane) to p...